This data is from the Open Reaction Database (ORD), a public repository of structured organic reaction records. The task is: describe an organic reaction: reactants, conditions, products, and yield Starting materials: O=C1CCC(=O)N1Br, Cc1ccc(Br)cc1Cl, ClC(Cl)(Cl)Cl, CC(C)(C#N)N=NC(C)(C)C#N. The product is Clc1cc(Br)ccc1CBr. As a reaction SMILES: [Br:10][N:11]1[C:12](=[O:13])[CH2:14][CH2:15][C:16]1=[O:17].[Br:1][c:2]1[cH:3][c:4]([Cl:9])[c:5]([CH3:8])[cH:6][cH:7]1.[Cl:30][C:31]([Cl:32])([Cl:33])[Cl:34].[N:18]([C:19]([CH3:20])([CH3:21])[C:22]#[N:23])=[N:24][C:25]([CH3:26])([CH3:27])[C:28]#[N:29]>>[Br:1][c:2]1[cH:3][c:4]([Cl:9])[c:5]([CH2:8][Br:10])[cH:6][cH:7]1. Run in C(C)(C)(C)O (t-butanol). Yields the product ClC1=C(OCC(CNC(CNC2=CC=C(C=C2)C=2C(CC(NN2)=O)C)(C)C)O)C=C(C=C1)Cl (6-[4-[2-[3-(2,5-dichlorophenoxy)-2-hydroxypropylamino]-2-methylpropylamino]phenyl]-5-methyl-4,5-dihydro-3(2H)-pyridazinone). Run at time 24 hour. Reaction SMILES: [NH2:1][C:2]([CH3:20])([CH3:19])[CH2:3][NH:4][C:5]1[CH:10]=[CH:9][C:8]([C:11]2[CH:12]([CH3:18])[CH2:13][C:14](=[O:17])[NH:15][N:16]=2)=[CH:7][CH:6]=1.[Cl:21][C:22]1[CH:32]=[CH:31][C:30]([Cl:33])=[CH:29][C:23]=1[O:24][CH2:25][CH:26]1[O:28][CH2:27]1>C(O)(C)(C)C>[Cl:21][C:22]1[CH:32]=[CH:31][C:30]([Cl:33])=[CH:29][C:23]=1[O:24][CH2:25][CH:26]([OH:28])[CH2:27][NH:1][C:2]([CH3:19])([CH3:20])[CH2:3][NH:4][C:5]1[CH:6]=[CH:7][C:8]([C:11]2[CH:12]([CH3:18])[CH2:13][C:14](=[O:17])[NH:15][N:16]=2)=[CH:9][CH:10]=1. Starting materials: NC(CNC1=CC=C(C=C1)C=1C(CC(NN1)=O)C)(C)C (6-[4-(2-amino-2-methylpropylamino)phenyl]-5-methyl-4,5-dihydro-3(2H)-pyridazinone), ClC1=C(OCC2CO2)C=C(C=C1)Cl (1-(2,5-dichlorophenoxy)-2,3-epoxypropane). Isolated yield 88.4%. Procedure: A mixture of 6-[4-(2-amino-2-methylpropylamino)phenyl]-5-methyl-4,5-dihydro-3(2H)-pyridazinone (3 g), 1-(2,5-dichlorophenoxy)-2,3-epoxypropane (2.4 g) and t-butanol (100 ml) was stirred at 65° to 70° C. for 24 hours. The solvent was evaporated under reduced pressure. The residue was purified by silica gel column chromatography (Wakogel C-200, 120 g). From the chloroform/methanol (=50/1) eluted portion, 6-[4-[2-[3-(2,5-dichlorophenoxy)-2-hydroxypropylamino]-2-methylpropylamino]phenyl]-5-methyl-4,... Starting materials: O (water), ClC1=CC=C(CSC(C(C)=O)C(C)=O)C=C1 (3-(4-chloro-benzylsulfanyl)-pentane-2,4-dione), N1=C(C=CC=C1)C1=NC(=NC=C1)NN ((4-pyridin-2-yl-pyrimidin-2-yl)-hydrazine). The reagents and catalysts are O.C1(=CC=C(C=C1)S(=O)(=O)O)C (p-toluenesulfonic acid monohydrate). Solvent: C(C)O (ethanol). Run at time 5 hour. The product is ClC1=CC=C(CSC=2C(=NN(C2C)C2=NC=CC(=N2)C2=NC=CC=C2)C)C=C1 (2-[4-(4-Chloro-benzylsulfanyl)-3,5-dimethyl-pyrazol-1-yl]-4-pyridin-2-yl-pyrimidine). Isolated yield 74.4%. As a reaction SMILES: [Cl:1][C:2]1[CH:16]=[CH:15][C:5]([CH2:6][S:7][CH:8]([C:12](=O)[CH3:13])[C:9](=O)[CH3:10])=[CH:4][CH:3]=1.[N:17]1[CH:22]=[CH:21][CH:20]=[CH:19][C:18]=1[C:23]1[CH:28]=[CH:27][N:26]=[C:25]([NH:29][NH2:30])[N:24]=1.O>C(O)C.O.C1(C)C=CC(S(O)(=O)=O)=CC=1>[Cl:1][C:2]1[CH:16]=[CH:15][C:5]([CH2:6][S:7][C:8]2[C:12]([CH3:13])=[N:30][N:29]([C:25]3[N:24]=[C:23]([C:18]4[CH:19]=[CH:20][CH:21]=[CH:22][N:17]=4)[CH:28]=[CH:27][N:26]=3)[C:9]=2[CH3:10])=[CH:4][CH:3]=1 |f:4.5|. Reported procedure: To a solution of 3-(4-chloro-benzylsulfanyl)-pentane-2,4-dione (1.15 g, 4.48 mmol) in ethanol (60 mL) was added (4-pyridin-2-yl-pyrimidin-2-yl)-hydrazine (0.838 g, 4.48 mmol) and p-toluenesulfonic acid monohydrate (ca. 20 mgs). The solution was heated to reflux and stirred for 5 hours. The reaction mixture was allowed to cool to room temperature, and water (200 mL) was added. The precipitate that formed was isolated by filtration and recrystallized from aqueous methanol to provide 1.36 g (74%) o...